This data is from the Open Reaction Database (ORD), a public repository of structured organic reaction records. The task is: describe an organic reaction: reactants, conditions, products, and yield Reactants: BrC1=C(C=CC=C1)CC(=O)O (2-bromophenylacetic acid), FC1=C(N)C=C(C=C1)[N+](=O)[O-] (2-fluoro-5-nitroaniline). The product is FC1=C(C=C(C=C1)[N+](=O)[O-])NC1=C(C=CC=C1)CC(=O)O (2-[(2-fluoro-5-nitrophenyl)amino]phenylacetic acid). RXN SMILES: Br[C:2]1[CH:7]=[CH:6][CH:5]=[CH:4][C:3]=1[CH2:8][C:9]([OH:11])=[O:10].[F:12][C:13]1[CH:19]=[CH:18][C:17]([N+:20]([O-:22])=[O:21])=[CH:16][C:14]=1[NH2:15]>>[F:12][C:13]1[CH:19]=[CH:18][C:17]([N+:20]([O-:22])=[O:21])=[CH:16][C:14]=1[NH:15][C:2]1[CH:7]=[CH:6][CH:5]=[CH:4][C:3]=1[CH2:8][C:9]([OH:11])=[O:10]. Reported procedure: In the manner described in example 3, 2-bromophenylacetic acid is condensed with 2-fluoro-5-nitroaniline to yield 2-[(2-fluoro-5-nitrophenyl)amino]phenylacetic acid. The reactants are C12C(C3CC(CC(C1)C3)C2)NC(=O)C=2C=NN(C2Cl)C2=CC=CC=C2 (5-chloro-1-phenyl-1H-pyrazole-4-carboxylic acid adamantan-2-ylamide), C12C(C3CC(CC(C1)C3)C2)NC(=O)C=2C=NN(C2Cl)C2=CC=CC=C2 (5-chloro-1-phenyl-1H-pyrazole-4-carboxylic acid adamantan-2-ylamide), OC1CNCCC1 (3-hydroxypiperidine). Yields the product C12C(C3CC(CC(C1)C3)C2)NC(=O)C=2C=NN(C2N2CC(CCC2)O)C2=CC=CC=C2 (5-(3-Hydroxy-piperidin-1-y1)-1-phenyl-1H-pyrazole-4-carboxylic acid adamantan-2-ylamide). As a reaction SMILES: [CH:1]12[CH2:10][CH:5]3[CH2:6][CH:7]([CH2:9][CH:3]([CH2:4]3)[CH:2]1[NH:11][C:12]([C:14]1[CH:15]=[N:16][N:17]([C:20]3[CH:25]=[CH:24][CH:23]=[CH:22][CH:21]=3)[C:18]=1Cl)=[O:13])[CH2:8]2.[OH:26][CH:27]1[CH2:32][CH2:31][CH2:30][NH:29][CH2:28]1>>[CH:1]12[CH2:10][CH:5]3[CH2:6][CH:7]([CH2:9][CH:3]([CH2:4]3)[CH:2]1[NH:11][C:12]([C:14]1[CH:15]=[N:16][N:17]([C:20]3[CH:25]=[CH:24][CH:23]=[CH:22][CH:21]=3)[C:18]=1[N:29]1[CH2:30][CH2:31][CH2:32][CH:27]([OH:26])[CH2:28]1)=[O:13])[CH2:8]2. Procedure: 5-(3-Hydroxy-piperidin-1-y1)-1-phenyl-1H-pyrazole-4-carboxylic acid adamantan-2-ylamide was prepared using Procedure A from 5-chloro-1-phenyl-1H-pyrazole-4-carboxylic acid adamantan-2-ylamide (Intermediate 3) and 3-hydroxypiperidine. Mass spectrum (ES) MH+=421. Reactants: Cl (HCl), [OH-].[Na+] (Sodium hydroxide), C[C@@H](CCCCCC)OC1=CC(=C(C=C1NC(C)=O)C1=C(C(=O)[O-])C=CC=C1)[N+](=O)[O-] ((S)-4-(1-Methylheptyloxy)-5-(N-acetyl)amino-2-nitro-phenylbenzoate), O (water). Run in C(C)O (ethanol). Conditions: temperature 25 celsius, time 8 hour. The product is C[C@@H](CCCCCC)OC1=CC(=C(C=C1N)O)[N+](=O)[O-] ((S)-4-(1-Methylheptyloxy)-2-nitro-5-aminophenol). The yield is 84.2%. Reaction SMILES: [OH-:1].[Na+].[CH3:3][C@H:4]([O:11][C:12]1[C:17]([NH:18]C(=O)C)=[CH:16][C:15](C2C=CC=CC=2C([O-])=O)=[C:14]([N+:31]([O-:33])=[O:32])[CH:13]=1)[CH2:5][CH2:6][CH2:7][CH2:8][CH2:9][CH3:10].O.Cl>C(O)C>[CH3:3][C@H:4]([O:11][C:12]1[C:17]([NH2:18])=[CH:16][C:15]([OH:1])=[C:14]([N+:31]([O-:33])=[O:32])[CH:13]=1)[CH2:5][CH2:6][CH2:7][CH2:8][CH2:9][CH3:10] |f:0.1|. Procedure details: Sodium hydroxide (687 mg, 17.2 mmol) was carefully added to a stirred solution of 50a (294 mg, 0.69 mmol), water (8 ml), and ethanol (25 ml). The reaction mixture was stirred overnight at 25° C. and then was neutralized with concentrated HCl. The resulting solution was extracted twice with dichloromethane, and the combined organic layers were washed with brine and dried over MgSO4. The crude product was concentrated and purified via flash chromatography over silica gel with gradual elutions from... Reactants: NC1=C(C=C2C(C(N(C2=C1)C1CC1)=O)(C)C)F (6-amino-1-cyclopropyl-5-fluoro-3,3-dimethyl-1,3-dihydro-indol-2-one), CC=1C=C(C(=O)O)C=CN1 (2-methylisonicotinic acid). Product: C1(CC1)N1C(C(C2=CC(=C(C=C12)NC(C1=CC(=NC=C1)C)=O)F)(C)C)=O (N-(1-Cyclopropyl-5-fluoro-3,3-dimethyl-2-oxoindolin-6-yl)-2-methylisonicotinamide). RXN SMILES: [NH2:1][C:2]1[CH:10]=[C:9]2[C:5]([C:6]([CH3:16])([CH3:15])[C:7](=[O:14])[N:8]2[CH:11]2[CH2:13][CH2:12]2)=[CH:4][C:3]=1[F:17].[CH3:18][C:19]1[CH:20]=[C:21]([CH:25]=[CH:26][N:27]=1)[C:22](O)=[O:23]>>[CH:11]1([N:8]2[C:9]3[C:5](=[CH:4][C:3]([F:17])=[C:2]([NH:1][C:22](=[O:23])[C:21]4[CH:25]=[CH:26][N:27]=[C:19]([CH3:18])[CH:20]=4)[CH:10]=3)[C:6]([CH3:15])([CH3:16])[C:7]2=[O:14])[CH2:13][CH2:12]1. Reported procedure: Prepared in analogy to example 26 from 6-amino-1-cyclopropyl-5-fluoro-3,3-dimethyl-1,3-dihydro-indol-2-one and 2-methylisonicotinic acid. The title compound was obtained as light yellow crystals.